The task is: describe an organic reaction: reactants, conditions, products, and yield. This data is from the Open Reaction Database (ORD), a public repository of structured organic reaction records. Starting materials: OC[C@@H]1N(C(CC1)=O)CC=1SC=C(N1)/C=C/C(=O)OCCCC (butyl (2E)-3-(2-{[(2R)-2-(hydroxymethyl)-5-oxo-1-pyrrolidinyl]methyl}-1,3-thiazol-4-yl)-2-propenoate), [BH4-].[Na+] (sodium borohydride). The reagents and catalysts are O.O.O.O.O.O.[Ni](Cl)Cl (nickel chloride hexahydrate). Run in C(CCC)O (n-butanol), C(C)(=O)OCC (ethyl acetate), O1CCCC1 (tetrahydrofuran). Conditions: time 1 hour. Product: OC[C@@H]1N(C(CC1)=O)CC=1SC=C(N1)CCC(=O)OCCCC (butyl 3-(2-{[(2R)-2-(hydroxymethyl)-5-oxo-1-pyrrolidinyl]methyl}-1,3-thiazol-4-yl)propanoate). Yield: 69.3%. Reaction SMILES: [OH:1][CH2:2][C@H:3]1[CH2:7][CH2:6][C:5](=[O:8])[N:4]1[CH2:9][C:10]1[S:11][CH:12]=[C:13](/[CH:15]=[CH:16]/[C:17]([O:19][CH2:20][CH2:21][CH2:22][CH3:23])=[O:18])[N:14]=1.[BH4-].[Na+]>O1CCCC1.C(O)CCC.C(OCC)(=O)C.O.O.O.O.O.O.[Ni](Cl)Cl>[OH:1][CH2:2][C@H:3]1[CH2:7][CH2:6][C:5](=[O:8])[N:4]1[CH2:9][C:10]1[S:11][CH:12]=[C:13]([CH2:15][CH2:16][C:17]([O:19][CH2:20][CH2:21][CH2:22][CH3:23])=[O:18])[N:14]=1 |f:1.2,6.7.8.9.10.11.12|. Reported procedure: To a solution of the compound 74 (350 mg) in tetrahydrofuran (4.0 mL) and n-butanol (1.30 mL) was nickel chloride hexahydrate (246 mg) at room temperature and then thereto was added sodium borohydride (156 mg) at 0° C. The solution was stirred for 1 hour. The reaction solution was diluted with ethyl acetate and filtrated through Celite (Brand name). The obtained filtrate was washed an aqueous saturated ammonium chloride solution and brine, dried over anhydrous sodium sulfate and concentrated. Th... The reactants are CC(C)Cc1ccc(-c2ncc(Br)s2)cc1C#N, O=C([O-])[O-], CCc1c(C=O)cccc1B1OC(C)(C)C(C)(C)O1, COCCOC, [Cs+], [Cs+], O. The product is CCc1c(C=O)cccc1-c1cnc(-c2ccc(CC(C)C)c(C#N)c2)s1. Reaction SMILES: [Br:1][c:2]1[cH:3][n:4][c:5](-[c:7]2[cH:8][cH:9][c:10]([CH2:15][CH:16]([CH3:17])[CH3:18])[c:11]([C:12]#[N:13])[cH:14]2)[s:6]1.[C:38](=[O:39])([O-:40])[O-:41].[CH2:19]([CH3:20])[c:21]1[c:22]([CH:23]=[O:24])[cH:25][cH:26][cH:27][c:28]1[B:29]1[O:30][C:31]([CH3:32])([CH3:33])[C:34]([CH3:35])([CH3:36])[O:37]1.[CH3:44][O:45][CH2:46][CH2:47][O:48][CH3:49].[Cs+:42].[Cs+:43].[OH2:50]>>[c:2]1(-[c:28]2[c:21]([CH2:19][CH3:20])[c:22]([CH:23]=[O:24])[cH:25][cH:26][cH:27]2)[cH:3][n:4][c:5](-[c:7]2[cH:8][cH:9][c:10]([CH2:15][CH:16]([CH3:17])[CH3:18])[c:11]([C:12]#[N:13])[cH:14]2)[s:6]1. Reactants: ClCC1=CC2=C(NC(N2)=O)C=C1 (5-(chloromethyl)-1,3-dihydro-2H-benzimidazol-2-one), N1C=NC=C1 (1H-imidazole). Solvent: CN(C=O)C (N,N-dimethylformamide). Run at temperature 80 celsius, time 8 hour. Yields the product N1(C=NC=C1)CC1=CC2=C(NC(N2)=O)C=C1 (1,3-dihydro-5-(1H-imidazol-1-ylmethyl)-2H-benzimidazol-2-one). Yield: 10.0%. As a reaction SMILES: Cl[CH2:2][C:3]1[CH:12]=[CH:11][C:6]2[NH:7][C:8](=[O:10])[NH:9][C:5]=2[CH:4]=1.[NH:13]1[CH:17]=[CH:16][N:15]=[CH:14]1>CN(C)C=O>[N:13]1([CH2:2][C:3]2[CH:12]=[CH:11][C:6]3[NH:7][C:8](=[O:10])[NH:9][C:5]=3[CH:4]=2)[CH:17]=[CH:16][N:15]=[CH:14]1. Procedure: A mixture of 6.35 parts of 5-(chloromethyl)-1,3-dihydro-2H-benzimidazol-2-one, 11.9 parts of 1H-imidazole and 135 parts of N,N-dimethylformamide was stirred overnight at 80° C. The whole was evaporated. The residue was purified by column chromatography over silica gel using a mixture of trichloromethane and methanol (80:20 by volume) as eluent. The pure fractions were collected and the eluent was evaporated. After standing over weekend at room temperature, the residue was solidified. The product... Starting materials: CCCCCCC (heptane), C(CCC)[SnH](CCCC)CCCC (Tributyltin hydride), ICCO (2-iodoethanol), C(C1=CC=CC=C1)(=O)OC1CC(N(C(C1)(C)C)O)(C)C (4-benzoyloxy-1-oxyl-2,2,6,6-tetramethylpiperidine). Run in CCCCCCC.C(C)(=O)OCC (heptane ethyl acetate), ClC1=CC=CC=C1 (chlorobenzene). Product: C(C1=CC=CC=C1)(=O)OC1CC(N(C(C1)(C)C)OCCO)(C)C (4-Benzoyloxy-1-(2-hydroxyethoxy)-2,2,6,6-tetramethylpiperidine). Reaction SMILES: C([SnH](CCCC)CCCC)CCC.I[CH2:15][CH2:16][OH:17].[C:18]([O:26][CH:27]1[CH2:32][C:31]([CH3:34])([CH3:33])[N:30]([OH:35])[C:29]([CH3:37])([CH3:36])[CH2:28]1)(=[O:25])[C:19]1[CH:24]=[CH:23][CH:22]=[CH:21][CH:20]=1.CCCCCCC>ClC1C=CC=CC=1.CCCCCCC.C(OCC)(=O)C>[C:18]([O:26][CH:27]1[CH2:28][C:29]([CH3:37])([CH3:36])[N:30]([O:35][CH2:15][CH2:16][OH:17])[C:31]([CH3:33])([CH3:34])[CH2:32]1)(=[O:25])[C:19]1[CH:20]=[CH:21][CH:22]=[CH:23][CH:24]=1 |f:5.6|. Reported procedure: Tributyltin hydride is added dropwise to a solution of 2-iodoethanol and 4-benzoyloxy-1-oxyl-2,2,6,6-tetramethylpiperidine in chlorobenzene. The crude reaction mixture is passed through silica gel with heptane and then heptane/ethyl acetate to afford the title compound. Reactants: S1C(=CC=C1)CCO (2-(2-thienyl)ethanol), C1(=CC=C(C=C1)S(=O)(=O)OCCC=1SC=CC1)C (2-(2-thienyl)ethyl paratoluene sulfonate), ClC1=C(CN)C=CC=C1 (o-chlorobenzylamine). Product: Cl.ClC1=C(CNCCC=2SC=CC2)C=CC=C1 (N-(2-chloro-benzyl)-2-(2-thienyl)ethylamine hydrochloride). As a reaction SMILES: [S:1]1[CH:5]=[CH:4][CH:3]=[C:2]1[CH2:6][CH2:7]O.C1(C)C=CC(S(OCCC2SC=CC=2)(=O)=O)=CC=1.[Cl:27][C:28]1[CH:35]=[CH:34][CH:33]=[CH:32][C:29]=1[CH2:30][NH2:31]>>[ClH:27].[Cl:27][C:28]1[CH:35]=[CH:34][CH:33]=[CH:32][C:29]=1[CH2:30][NH:31][CH2:7][CH2:6][C:2]1[S:1][CH:5]=[CH:4][CH:3]=1 |f:3.4|. Procedure details: Another synthetic route involved preparation of a 2-(2-thienyl)ethanol, its conversion to 2-(2-thienyl)ethyl paratoluene sulfonate and benzylation with o-chlorobenzylamine to give N-(2-chloro-benzyl)-2-(2-thienyl)ethylamine hydrochloride, which is cyclized to give ticlopidine free base, as described by Braye in U.S. Pat. No. 4,127,580. Starting materials: C1CCOC1, C=C(c1ccc(I)cc1)C(C)C, [N-]=[N+]=C1C(=O)Nc2ccc(F)cc21, c1ccccc1. Yields the product CC(C)C1(c2ccc(I)cc2)CC12C(=O)Nc1ccc(F)cc12. Reaction SMILES: [CH2:32]1[O:33][CH2:34][CH2:35][CH2:36]1.[I:14][c:15]1[cH:16][cH:17][c:18]([C:21](=[CH2:22])[CH:23]([CH3:24])[CH3:25])[cH:19][cH:20]1.[N+:1](=[N-:2])=[C:3]1[C:4](=[O:13])[NH:5][c:6]2[cH:7][cH:8][c:9]([F:12])[cH:10][c:11]21.[cH:26]1[cH:27][cH:28][cH:29][cH:30][cH:31]1>>[C:3]12([C:4](=[O:13])[NH:5][c:6]3[cH:7][cH:8][c:9]([F:12])[cH:10][c:11]31)[C:21]([c:18]1[cH:17][cH:16][c:15]([I:14])[cH:20][cH:19]1)([CH:23]([CH3:24])[CH3:25])[CH2:22]2.